This data is from the Open Reaction Database (ORD), a public repository of structured organic reaction records. The task is: describe an organic reaction: reactants, conditions, products, and yield The reactants are [Cl-].[NH4+] (Ammonium chloride), C1(CC1)C(C)=O (1-cyclopropylethanone), CN(C(N(C)C)N(C)C)C (N,N,N′,N′,N″,N″-hexamethylmethanetriamine), [N+](=O)([O-])[O-].[NH4+] (Ammonium nitrate). Reagents/catalysts: [Zn] (zinc). The solvent is FC(C(=O)OC(C(F)(F)F)=O)(F)F (trifluoroacetic anhydride), O (water). Run at temperature 120 celsius, time 20 hour. Yields the product Cl.C1(CC1)C1=C(C=NO1)N (5-cyclopropylisoxazol-4-amine hydrochloride). The yield is 23.1%. RXN SMILES: [CH:1]1([C:4](=[O:6])[CH3:5])[CH2:3][CH2:2]1.[CH3:7][N:8](C)C(N(C)C)N(C)C.[N+:17]([O-])([O-])=O.[NH4+].[Cl-:22].[NH4+]>FC(F)(F)C(OC(=O)C(F)(F)F)=O.O.[Zn]>[ClH:22].[CH:1]1([C:4]2[O:6][N:8]=[CH:7][C:5]=2[NH2:17])[CH2:3][CH2:2]1 |f:2.3,4.5,9.10|. Procedure: A mixture of 1-cyclopropylethanone (60 g) and N,N,N′,N′,N″,N″-hexamethylmethanetriamine (103 g) was stirred at 120° C. for 20 hr. The reaction mixture was cooled to room temperature, and concentrated under reduced pressure. To an aqueous solution (200 mL) of the residue was added hydroxyammonium chloride (75 g), and the mixture was heated under reflux for 2 hr. The reaction mixture was extracted with diethyl ether, and the extract was washed successively with water and saturated brine, dried ove... Starting materials: NC(CCC1=CC(=NC=C1)NC(OC(C)(C)C)=O)=O (tert-butyl N-[4-(3-amino-3-oxopropyl)-2-pyridyl]-carbamate), COC=1C=CC(=CC1)P2(=S)SP(=S)(S2)C=3C=CC(=CC3)OC (Lawesson's reagent). Solvent: O1CCCC1 (tetrahydrofuran). Reaction conditions: temperature 75 celsius, time 30 minute. The product is NC(CCC1=CC(=NC=C1)NC(OC(C)(C)C)=O)=S (tert-Butyl N-[4-(3-amino-3-thioxopropyl)-2-pyridyl]carbamate). Isolated yield 152.7%. Reaction SMILES: [NH2:1][C:2](=O)[CH2:3][CH2:4][C:5]1[CH:10]=[CH:9][N:8]=[C:7]([NH:11][C:12](=[O:18])[O:13][C:14]([CH3:17])([CH3:16])[CH3:15])[CH:6]=1.COC1C=CC(P2(SP(C3C=CC(OC)=CC=3)(=S)S2)=[S:29])=CC=1>O1CCCC1>[NH2:1][C:2](=[S:29])[CH2:3][CH2:4][C:5]1[CH:10]=[CH:9][N:8]=[C:7]([NH:11][C:12](=[O:18])[O:13][C:14]([CH3:17])([CH3:16])[CH3:15])[CH:6]=1. Procedure: Under argon atmosphere, tert-butyl N-[4-(3-amino-3-oxopropyl)-2-pyridyl]-carbamate (11.79 g, 44.44 mmol) dissolved in tetrahydrofuran (100 ml) was added with Lawesson's reagent (9 g, 22.22 mmol) and stirred at 70-80° C. for 30 minutes. After the reaction mixture was returned to room temperature, the solvent was evaporated under reduced pressure and the resulting residue was purified by silica gel column chromatography (chloroform chloroform:methanol=20:1) to obtain 9.544 g (76%) of the title com...